This data is from the Open Reaction Database (ORD), a public repository of structured organic reaction records. The task is: describe an organic reaction: reactants, conditions, products, and yield The reactants are N1(CCCCC1)C1=C(C=CC=C1)NC(=O)C=1OC(=CC1)Br (5-Bromo-furan-2-carboxylic acid (2-piperidin-1-yl-phenyl)-amide), C1(=CC=CC=C1)B(O)O (phenylboronic acid), C(=O)([O-])[O-].[Na+].[Na+] (Na2CO3). The reagents and catalysts are C1(=CC=CC=C1)P([C-]1C=CC=C1)C1=CC=CC=C1.[C-]1(C=CC=C1)P(C1=CC=CC=C1)C1=CC=CC=C1.[Fe+2] (1,1′-bis(diphenylphosphino)ferrocene), Cl[Pd]Cl (dichloropalladium (II)). The solvent is C1CCOC1.O (THF H2O). Reaction conditions: temperature 80 celsius. Product: N1(CCCCC1)C1=C(C=CC=C1)NC(=O)C=1OC(=CC1)C1=CC=CC=C1 (5-Phenyl-furan-2-carboxylic acid (2-piperidin-1-yl-phenyl)-amide). The yield is 75.0%. Reaction SMILES: [N:1]1([C:7]2[CH:12]=[CH:11][CH:10]=[CH:9][C:8]=2[NH:13][C:14]([C:16]2[O:17][C:18](Br)=[CH:19][CH:20]=2)=[O:15])[CH2:6][CH2:5][CH2:4][CH2:3][CH2:2]1.[C:22]1(B(O)O)[CH:27]=[CH:26][CH:25]=[CH:24][CH:23]=1.C([O-])([O-])=O.[Na+].[Na+]>C1COCC1.O.C1(P(C2C=CC=CC=2)[C-]2C=CC=C2)C=CC=CC=1.[C-]1(P(C2C=CC=CC=2)C2C=CC=CC=2)C=CC=C1.[Fe+2].Cl[Pd]Cl>[N:1]1([C:7]2[CH:12]=[CH:11][CH:10]=[CH:9][C:8]=2[NH:13][C:14]([C:16]2[O:17][C:18]([C:22]3[CH:27]=[CH:26][CH:25]=[CH:24][CH:23]=3)=[CH:19][CH:20]=2)=[O:15])[CH2:6][CH2:5][CH2:4][CH2:3][CH2:2]1 |f:2.3.4,5.6,7.8.9|. Procedure details: 5-Bromo-furan-2-carboxylic acid (2-piperidin-1-yl-phenyl)-amide (1.0 mmol), phenylboronic acid (1.2 mmol), 1,1′-bis(diphenylphosphino)ferrocene]dichloropalladium (II) [“Pd(dppf)2Cl2”] (Aldrich) (0.05 mmol) and Na2CO3 (3.0 mmol) were dissolved in a solution of THF/H2O (4:1, 5 mL; saturated with argon) and heated to 80° C. for 5 h. After cooling to room temperature, the mixture was concentrated under reduced pressure and the resulting residue was purified by silica gel chromatography to afford the... The reactants are Cl.Cl.N12CC(C(CC1)CC2)N ((RS)-1-azabicyclo[2.2.2]oct-3-ylamine dihydrochloride), [N+](=O)([O-])C1=C(C=CC=C1)/C=C/C(=O)O (E-3-(2-nitrophenyl)propenoic acid). Yields the product N12CC(C(CC1)CC2)NC(\C=C\C2=C(C=CC=C2)[N+](=O)[O-])=O ((RS)-N-(1-Azabicyclo[2.2.2]oct-3-yl)[E-3-(2-nitrophenyl)propenamide]). As a reaction SMILES: Cl.Cl.[N:3]12[CH2:10][CH2:9][CH:6]([CH2:7][CH2:8]1)[CH:5]([NH2:11])[CH2:4]2.[N+:12]([C:15]1[CH:20]=[CH:19][CH:18]=[CH:17][C:16]=1/[CH:21]=[CH:22]/[C:23](O)=[O:24])([O-:14])=[O:13]>>[N:3]12[CH2:10][CH2:9][CH:6]([CH2:7][CH2:8]1)[CH:5]([NH:11][C:23](=[O:24])/[CH:22]=[CH:21]/[C:16]1[CH:17]=[CH:18][CH:19]=[CH:20][C:15]=1[N+:12]([O-:14])=[O:13])[CH2:4]2 |f:0.1.2|. Reported procedure: Prepared as a free base by a method analogous to that described in Example 1 from (RS)-1-azabicyclo[2.2.2]oct-3-ylamine dihydrochloride and E-3-(2-nitrophenyl)propenoic acid as a solid; MS (ES+) 302 (MH+).